Task: describe an organic reaction: reactants, conditions, products, and yield. Dataset: the Open Reaction Database (ORD), a public repository of structured organic reaction records RXN SMILES: CC1(C)C[O:5][C:4]([C:7]2[CH:12]=[CH:11][C:10]([O:13][CH3:14])=[CH:9][C:8]=2[C:15](=O)[CH2:16][CH2:17][CH2:18][CH2:19][C:20]2[CH:25]=[CH:24][CH:23]=[CH:22][CH:21]=2)=[N:3]1.OS(O)(=O)=O.O.[NH2:34]N.[OH-].[Na+]>C(O)(=O)C.O.C(O)C>[CH3:14][O:13][C:10]1[CH:9]=[C:8]2[C:7](=[CH:12][CH:11]=1)[C:4](=[O:5])[NH:3][N:34]=[C:15]2[CH2:16][CH2:17][CH2:18][CH2:19][C:20]1[CH:25]=[CH:24][CH:23]=[CH:22][CH:21]=1 |f:2.3,4.5|. The reactants are CC1(N=C(OC1)C1=C(C=C(C=C1)OC)C(CCCCC1=CC=CC=C1)=O)C (1-[2-(4,4-dimethyl-4,5-dihydro-oxazol-2-yl)-5-methoxy-phenyl]-5-phenyl-pentan-1-one), O.NN (hydrazine monohydrate), [OH-].[Na+] (NaOH), OS(=O)(=O)O (H2SO4). The product is COC=1C=C2C(=NNC(C2=CC1)=O)CCCCC1=CC=CC=C1 (6-Methoxy-4-(4-phenyl-butyl)-2H-phthalazin-1-one). Isolated yield 29.2%. Reaction conditions: time 5 hour. The solvent is C(C)(=O)O (acetic acid), C(C)O (ethanol), mixture, O (water), C(C)O (ethanol), O (water). Procedure details: A solution of 1-[2-(4,4-dimethyl-4,5-dihydro-oxazol-2-yl)-5-methoxy-phenyl]-5-phenyl-pentan-1-one (0.37 g, 1 mmole), prepared as described in example 18, in 5 ml of a mixture of water (0.5 ml), ethanol (5 ml), concentrated H2SO4 (0.4 ml) up to 10 ml with ethanol, was stirred at reflux for 20 hours, then concentrated to small volume, taken up in water, extracted with ethyl ether and the ethereal phase was washed with water, anhydrified and brought to dryness. The resultant oil was dissolved in ac... Yields the product C(CCCCC)N1CC2C(C2C1)(C)C1=CC2=C(NC(=N2)C(F)(F)F)C=C1 (5-(3-Hexyl-6-methyl-3-azabicyclo[3.1.0]hex-6-yl)-2-(trifluoromethyl)-1H-benzimidazole). Starting materials: NC1=C(C=CC(=C1)C1(C2CN(CC12)CCCCCC)C)N (2-amino-4-(3-hexyl-6-methyl-3-azabicyclo[3.1.0]hex-6-yl)phenylamine), FC(C(=O)O)(F)F (trifluoroacetic acid). Procedure details: A solution of 2-amino-4-(3-hexyl-6-methyl-3-azabicyclo[3.1.0]hex-6-yl)phenylamine (Preparation 48, 99.0 mg, 0.345 mmol) in trifluoroacetic acid (2.0 ml) was heated under reflux for 1 hour. The mixture was cooled and the solvent was removed in vacuo. The residue was suspended in 2N sodium hydroxide (5 ml) and the aqueous layer was extracted with diethyl ether (3×5 ml). The combined extracts were dried (MgSO4), filtered and concentrated in vacuo. The crude residue was purified by silica column chr... The yield is 54.0%. Reaction SMILES: [NH2:1][C:2]1[CH:7]=[C:6]([C:8]2([CH3:20])[CH:13]3[CH:9]2[CH2:10][N:11]([CH2:14][CH2:15][CH2:16][CH2:17][CH2:18][CH3:19])[CH2:12]3)[CH:5]=[CH:4][C:3]=1[NH2:21].[F:22][C:23]([F:28])([F:27])[C:24](O)=O>>[CH2:14]([N:11]1[CH2:10][CH:9]2[CH:13]([C:8]2([C:6]2[CH:5]=[CH:4][C:3]3[NH:21][C:24]([C:23]([F:28])([F:27])[F:22])=[N:1][C:2]=3[CH:7]=2)[CH3:20])[CH2:12]1)[CH2:15][CH2:16][CH2:17][CH2:18][CH3:19].